The task is: describe an organic reaction: reactants, conditions, products, and yield. This data is from the Open Reaction Database (ORD), a public repository of structured organic reaction records. Run in [OH-].[Na+] (NaOH), C1=CC=CC=C1 (benzene). The reagents and catalysts are [Br-].C(CCC)[P+](CCCC)(CCCC)CCCC (tetrabutylphosphonium bromide). Procedure details: Four grams N-[4-[(4,6-dimethylpyrimidin-2-yl)thio]phenyl]hexanamide, 3.4 g methyl iodide and 0.4 g tetrabutylphosphonium bromide was dissolved in a mixture of 10 ml 50% NaOH and 50 ml benzene. This was stirred vigorously at room temperature for 72 hours. Fifty milliliters water was then added and the benzene layer was separated off. The benzene solution was washed with 4×100 ml water then dried over Na2SO4. The solvent was evaporated giving 3.5 g dark brown oil. The oil was chromatographed on si... Conditions: time 72 hour. Reaction SMILES: [CH3:1][C:2]1[CH:7]=[C:6]([CH3:8])[N:5]=[C:4]([S:9][C:10]2[CH:15]=[CH:14][C:13]([NH:16][C:17](=[O:23])[CH2:18][CH2:19][CH2:20][CH2:21][CH3:22])=[CH:12][CH:11]=2)[N:3]=1.[CH3:24]I.O>[Br-].C([P+](CCCC)(CCCC)CCCC)CCC.[OH-].[Na+].C1C=CC=CC=1>[CH3:8][C:6]1[CH:7]=[C:2]([CH3:1])[N:3]=[C:4]([S:9][C:10]2[CH:15]=[CH:14][C:13]([N:16]([CH3:24])[C:17](=[O:23])[CH2:18][CH2:19][CH2:20][CH2:21][CH3:22])=[CH:12][CH:11]=2)[N:5]=1 |f:3.4,5.6|. Yields the product CC1=NC(=NC(=C1)C)SC1=CC=C(C=C1)N(C(CCCCC)=O)C (N-[4-[-(4,6-dimethylpyrimidin-2-yl)thio]phenyl]-N-methylhexanamide). Isolated yield 83.9%. The reactants are CC1=NC(=NC(=C1)C)SC1=CC=C(C=C1)NC(CCCCC)=O (N-[4-[(4,6-dimethylpyrimidin-2-yl)thio]phenyl]hexanamide), CI (methyl iodide), O (water). Reactants: ClC1=CC(=NC=2N1N=C(C2)C)NC(C2=CC=C(C=C2)C(C)(C)O)=O (N-(7-chloro-2-methylpyrazolo[1,5-a]pyrimidin-5-yl)-4-(2-hydroxypropan-2-yl)benzamide), S1C2=C(C=C1)C=C(C=C2)B(O)O (benzo[b]thiophen-5-ylboronic acid), O1CCOCC1 (1,4-dioxane). The reagents and catalysts are C1(=CC=CC=C1)P([C-]1C=CC=C1)C1=CC=CC=C1.[C-]1(C=CC=C1)P(C1=CC=CC=C1)C1=CC=CC=C1.[Fe+2] (1,1′-bis(diphenylphosphino)ferrocene), Cl[Pd]Cl (dichloropalladium(II)). Run in CO (methanol). Conditions: temperature 110 celsius. Product: S1C2=C(C=C1)C=C(C=C2)C2=CC(=NC=1N2N=C(C1)C)NC(C1=CC=C(C=C1)C(C)(C)O)=O (N-(7-(benzo[b]thiophen-5-yl)-2-methylpyrazolo[1,5-a]pyrimidin-5-yl)-4-(2-hydroxypropan-2-yl)benzamide). Isolated yield 36.4%. As a reaction SMILES: Cl[C:2]1[N:7]2[N:8]=[C:9]([CH3:11])[CH:10]=[C:6]2[N:5]=[C:4]([NH:12][C:13](=[O:24])[C:14]2[CH:19]=[CH:18][C:17]([C:20]([OH:23])([CH3:22])[CH3:21])=[CH:16][CH:15]=2)[CH:3]=1.[S:25]1[CH:29]=[CH:28][C:27]2[CH:30]=[C:31](B(O)O)[CH:32]=[CH:33][C:26]1=2.O1CCOCC1>CO.C1(P(C2C=CC=CC=2)[C-]2C=CC=C2)C=CC=CC=1.[C-]1(P(C2C=CC=CC=2)C2C=CC=CC=2)C=CC=C1.[Fe+2].Cl[Pd]Cl>[S:25]1[CH:29]=[CH:28][C:27]2[CH:30]=[C:31]([C:2]3[N:7]4[N:8]=[C:9]([CH3:11])[CH:10]=[C:6]4[N:5]=[C:4]([NH:12][C:13](=[O:24])[C:14]4[CH:19]=[CH:18][C:17]([C:20]([OH:23])([CH3:22])[CH3:21])=[CH:16][CH:15]=4)[CH:3]=3)[CH:32]=[CH:33][C:26]1=2 |f:4.5.6|. Reported procedure: A suspension of N-(7-chloro-2-methylpyrazolo[1,5-a]pyrimidin-5-yl)-4-(2-hydroxypropan-2-yl)benzamide (2F, 60 mg, 0.174 mmol), benzo[b]thiophen-5-ylboronic acid (40 mg, 0.226 mmol), and 1,1′-bis(diphenylphosphino)ferrocene]dichloropalladium(II) (10 mg, 13.6 mmol) in 2:1 1,4-dioxane/saturated aqueous NaHCO3 (0.58 mL of 1,4-dioxane and 0.29 mL of saturated aqueous NaHCO3) was prepared in a 10 mL microwave reaction vessel and the sealed reaction vessel warmed to 110° C. for 10 minutes in a CEM micro... Reaction SMILES: [Br:16][CH2:17][c:18]1[s:19][c:20]2[c:21]([n:22]1)[cH:23][c:24]([F:27])[cH:25][cH:26]2.[CH3:30][N:31]([CH3:32])[CH:33]=[O:34].[Cl-:28].[H-:1].[NH4+:29].[Na+:2].[OH:3][c:4]1[cH:5][c:6]([CH3:15])[c:7]([NH:10][C:11]([O:12][CH3:13])=[O:14])[cH:8][cH:9]1>>[O:3]([c:4]1[cH:5][c:6]([CH3:15])[c:7]([NH:10][C:11]([O:12][CH3:13])=[O:14])[cH:8][cH:9]1)[CH2:17][c:18]1[s:19][c:20]2[c:21]([n:22]1)[cH:23][c:24]([F:27])[cH:25][cH:26]2. Yields the product COC(=O)Nc1ccc(OCc2nc3cc(F)ccc3s2)cc1C. Reactants: Fc1ccc2sc(CBr)nc2c1, CN(C)C=O, [Cl-], [H-], [NH4+], [Na+], COC(=O)Nc1ccc(O)cc1C. Starting materials: Cl[C@H]1[C@@H](CC2=CC=CC=C12)NC(=O)OC(C)(C)C ((±) trans-1-chloro-2-tert-butoxycarbonylaminoindane), C(C)OCC (diethyl ether). Run in C(Cl)(Cl)Cl (chloroform). Product: O1C(N[C@H]2[C@@H]1C1=CC=CC=C1C2)=O ((±) cis 3,3a,4,8b-Tetrahydroindeno[2,1-d]oxazol-2-one). The yield is 92.6%. Reaction SMILES: Cl[C@@H:2]1[C:10]2[C:5](=[CH:6][CH:7]=[CH:8][CH:9]=2)[CH2:4][C@H:3]1[NH:11][C:12]([O:14]C(C)(C)C)=[O:13].C(OCC)C>C(Cl)(Cl)Cl>[O:13]1[C@H:2]2[C:10]3[C:5]([CH2:4][C@H:3]2[NH:11][C:12]1=[O:14])=[CH:6][CH:7]=[CH:8][CH:9]=3. Procedure: A solution of (±) trans-1-chloro-2-tert-butoxycarbonylaminoindane (10.0 g, 0.037 mol) in chloroform (200 ml) was heated under reflux in an argon atmosphere for 23 h. The mixture was concentrated in vacuo to give a brown solid. Trituration with diethyl ether afforded the title compound as a beige solid (6.0 g, 92%) m.p. 205°-206° C. which was used without further purification. As a reaction SMILES: [Br:1][c:2]1[cH:3][cH:4][c:5]([CH:8]([CH3:9])[NH:10][c:11]2[n:12][c:13]([Cl:17])[cH:14][n:15][cH:16]2)[cH:6][cH:7]1.[CH2:18]([OH:19])[CH2:20][CH2:21][OH:22].[CH3:32][c:33]1[cH:34][cH:35][cH:36][cH:37][cH:38]1.[CH3:45][OH:46].[Cl:47][CH2:48][Cl:49].[Na+:39].[Na+:40].[O-:41][C:42](=[O:43])[O-:44].[cH:50]1[cH:51][cH:52][c:53]([P:54]([Pd:55]([P:56]([c:57]2[cH:58][cH:59][cH:60][cH:61][cH:62]2)([c:63]2[cH:64][cH:65][cH:66][cH:67][cH:68]2)[c:69]2[cH:70][cH:71][cH:72][cH:73][cH:74]2)([P:75]([c:76]2[cH:77][cH:78][cH:79][cH:80][cH:81]2)([c:82]2[cH:83][cH:84][cH:85][cH:86][cH:87]2)[c:88]2[cH:89][cH:90][cH:91][cH:92][cH:93]2)[P:94]([c:95]2[cH:96][cH:97][cH:98][cH:99][cH:100]2)([c:101]2[cH:102][cH:103][cH:104][cH:105][cH:106]2)[c:107]2[cH:108][cH:109][cH:110][cH:111][cH:112]2)([c:113]2[cH:114][cH:115][cH:116][cH:117][cH:118]2)[c:119]2[cH:120][cH:121][cH:122][cH:123][cH:124]2)[cH:125][cH:126]1.[n:23]1[cH:24][c:25]([B:29]([OH:30])[OH:31])[cH:26][cH:27][cH:28]1>>[c:2]1(-[c:25]2[cH:24][n:23][cH:28][cH:27][cH:26]2)[cH:3][cH:4][c:5]([CH:8]([CH3:9])[NH:10][c:11]2[n:12][c:13]([Cl:17])[cH:14][n:15][cH:16]2)[cH:6][cH:7]1. Product: CC(Nc1cncc(Cl)n1)c1ccc(-c2cccnc2)cc1. The reactants are CC(Nc1cncc(Cl)n1)c1ccc(Br)cc1, OCCCO, Cc1ccccc1, CO, ClCCl, [Na+], [Na+], O=C([O-])[O-], c1ccc(P(c2ccccc2)(c2ccccc2)[Pd](P(c2ccccc2)(c2ccccc2)c2ccccc2)(P(c2ccccc2)(c2ccccc2)c2ccccc2)P(c2ccccc2)(c2ccccc2)c2ccccc2)cc1, OB(O)c1cccnc1. Starting materials: C(Cl)Cl (CH2Cl2), [Si](C)(C)(C(C)(C)C)OC=1C(=C(C=CC1C1CCCCC1)B(O)O)F ((3-((tert-butyldimethylsilyl)oxy)-4-cyclohexyl-2-fluorophenyl)boronic acid), BrC=1N=CC(=NC1)N (5-bromopyrazin-2-amine), C(=O)([O-])[O-].[K+].[K+] (K2CO3). Reagents/catalysts: C1=CC=C(C=C1)P([C-]2C=CC=C2)C3=CC=CC=C3.C1=CC=C(C=C1)P([C-]2C=CC=C2)C3=CC=CC=C3.Cl[Pd]Cl.[Fe+2] (Pd(dppf)Cl2). Solvent: C1(=CC=CC=C1)C (toluene). Run at temperature 80 celsius. The product is [Si](C)(C)(C(C)(C)C)OC=1C(=C(C=CC1C1CCCCC1)C=1N=CC(=NC1)N)F (5-(3-((tert-Butyldimethylsilyl)oxy)-4-cyclohexyl-2-fluorophenyl)pyrazin-2-amine). Isolated yield 101.3%. As a reaction SMILES: [Si:1]([O:8][C:9]1[C:10]([F:24])=[C:11](B(O)O)[CH:12]=[CH:13][C:14]=1[CH:15]1[CH2:20][CH2:19][CH2:18][CH2:17][CH2:16]1)([C:4]([CH3:7])([CH3:6])[CH3:5])([CH3:3])[CH3:2].Br[C:26]1[N:27]=[CH:28][C:29]([NH2:32])=[N:30][CH:31]=1.C([O-])([O-])=O.[K+].[K+].C(Cl)Cl>C1C=CC(P(C2C=CC=CC=2)[C-]2C=CC=C2)=CC=1.C1C=CC(P(C2C=CC=CC=2)[C-]2C=CC=C2)=CC=1.Cl[Pd]Cl.[Fe+2].C1(C)C=CC=CC=1>[Si:1]([O:8][C:9]1[C:10]([F:24])=[C:11]([C:26]2[N:27]=[CH:28][C:29]([NH2:32])=[N:30][CH:31]=2)[CH:12]=[CH:13][C:14]=1[CH:15]1[CH2:20][CH2:19][CH2:18][CH2:17][CH2:16]1)([C:4]([CH3:7])([CH3:6])[CH3:5])([CH3:3])[CH3:2] |f:2.3.4,6.7.8.9|. Procedure: A mixture of (3-((tert-butyldimethylsilyl)oxy)-4-cyclohexyl-2-fluorophenyl)boronic acid (0.821 g, 2.33 mmol), 5-bromopyrazin-2-amine (0.40 g, 2.3 mmol), K2CO3 (0.659 g, 4.77 mmol), Pd(dppf)Cl2.CH2Cl2 (0.086 g, 0.12 mmol), deoxygenated toluene (10 mL), and deoxygenated deionized water (10 mL) was heated for 16 hours at 80° Celsius. The reaction mixture was then cooled to rt, diluted with dichloromethane (25 mL), and washed with brine (2×25 mL). The organic layer was dried over MgSO4, filtered, an...